From a dataset of the Open Reaction Database (ORD), a public repository of structured organic reaction records. describe an organic reaction: reactants, conditions, products, and yield Starting materials: ClCCCBr, C1CCOC1, CCOC(C)=O, CCN(C(C)C)C(C)C, FC(F)(F)c1ccc(C23CNCC2C3)cc1. Yields the product FC(F)(F)c1ccc(C23CC2CN(CCCCl)C3)cc1. Reaction SMILES: [Br:17][CH2:18][CH2:19][CH2:20][Cl:21].[CH2:22]1[O:23][CH2:24][CH2:25][CH2:26]1.[CH3:36][CH2:37][O:38][C:39](=[O:40])[CH3:41].[CH:27]([N:28]([CH:29]([CH3:30])[CH3:31])[CH2:32][CH3:33])([CH3:34])[CH3:35].[F:1][C:2]([c:3]1[cH:4][cH:5][c:6]([C:9]23[CH2:10][NH:11][CH2:12][CH:13]2[CH2:14]3)[cH:7][cH:8]1)([F:15])[F:16]>>[F:1][C:2]([c:3]1[cH:4][cH:5][c:6]([C:9]23[CH2:10][N:11]([CH2:18][CH2:19][CH2:20][Cl:21])[CH2:12][CH:13]2[CH2:14]3)[cH:7][cH:8]1)([F:15])[F:16]. Reactants: O=C1CCC(=O)N1Br, ClC(Cl)(Cl)Cl, Cc1cc2ccccc2o1, CC(C)(C#N)N=NC(C)(C)C#N. Yields the product BrCc1cc2ccccc2o1. Reaction SMILES: [Br:11][N:12]1[C:13](=[O:14])[CH2:15][CH2:16][C:17]1=[O:18].[C:31]([Cl:32])([Cl:33])([Cl:34])[Cl:35].[CH3:1][c:2]1[o:3][c:4]2[c:5]([cH:6]1)[cH:7][cH:8][cH:9][cH:10]2.[N:19]([C:20]([CH3:21])([CH3:22])[C:23]#[N:24])=[N:25][C:26]([CH3:27])([CH3:28])[C:29]#[N:30]>>[CH2:1]([c:2]1[o:3][c:4]2[c:5]([cH:6]1)[cH:7][cH:8][cH:9][cH:10]2)[Br:11]. The reactants are O1CC(C2C1OCC2)OC(NC(C(CNCC(C)C)O)CC2=CC=CC=C2)=O ((1-Benzyl-2-hydroxy-3-isobutylamino-propyl)-carbamic acid hexahydro-furo[2,3-b]furan-3-yl ester), O1C=CC2=C1C=CC(=C2)S(=O)(=O)Cl (Benzofuran-5-sulfonyl chloride), C(=O)(O)[O-].[Na+] (NaHCO3). Solvent: C(Cl)Cl (methylene chloride). Run at time 16 hour. The product is O1CC(C2C1OCC2)OC(NC(C(CN(CC(C)C)S(=O)(=O)C=2C=CC1=C(C=CO1)C2)O)CC2=CC=CC=C2)=O ({3-[(Benzofuran-5-sulfonyl)-isobutyl-amino]-1-benzyl-2-hydroxy-propyl}-carbamic acid hexahydro-furo[2,3-b]furan-3-yl ester). Reaction SMILES: [O:1]1[C:5]2[CH:6]=[CH:7][C:8]([S:10](Cl)(=[O:12])=[O:11])=[CH:9][C:4]=2[CH:3]=[CH:2]1.[O:14]1[CH:18]2[O:19][CH2:20][CH2:21][CH:17]2[CH:16]([O:22][C:23](=[O:41])[NH:24][CH:25]([CH2:34][C:35]2[CH:40]=[CH:39][CH:38]=[CH:37][CH:36]=2)[CH:26]([OH:33])[CH2:27][NH:28][CH2:29][CH:30]([CH3:32])[CH3:31])[CH2:15]1.C([O-])(O)=O.[Na+]>C(Cl)Cl>[O:14]1[CH:18]2[O:19][CH2:20][CH2:21][CH:17]2[CH:16]([O:22][C:23](=[O:41])[NH:24][CH:25]([CH2:34][C:35]2[CH:36]=[CH:37][CH:38]=[CH:39][CH:40]=2)[CH:26]([OH:33])[CH2:27][N:28]([S:10]([C:8]2[CH:7]=[CH:6][C:5]3[O:1][CH:2]=[CH:3][C:4]=3[CH:9]=2)(=[O:12])=[O:11])[CH2:29][CH:30]([CH3:32])[CH3:31])[CH2:15]1 |f:2.3|. Procedure details: Benzofuran-5-sulfonyl chloride 148 mg (0.68 mmol) was dissolved in 5 mL of methylene chloride. (1-Benzyl-2-hydroxy-3-isobutylamino-propyl)-carbamic acid hexahydro-furo[2,3-b]furan-3-yl ester 19 (244 mg, 0.62 mmol) was added followed by 0.63 mL 10% NaHCO3 solution (0.75 mmol). The reaction was stirred at room temperature for 16 hours. The organic phase was separated and loaded onto silica gel in methylene chloride. The excess of benzofuran-5-sulfonyl chloride was washed out by several portions of... The reactants are CS(=O)(=O)Cl (methanesulfonyl chloride), FC=1C=C(N)C=C(C1)F (3,5-difluoroaniline), C1CCOC1 (THF), Cl (hydrochloric acid), CS(=O)(=O)Cl (methanesulfonyl chloride). Solvent: O (water), N1=CC=CC=C1 (pyridine). Conditions: temperature 0 celsius. The product is FC=1C=C(C=C(C1)F)NS(=O)(=O)C (N-(3,5-difluorophenyl)methanesulfonamide). As a reaction SMILES: [F:1][C:2]1[CH:3]=[C:4]([CH:6]=[C:7]([F:9])[CH:8]=1)[NH2:5].C1COCC1.[CH3:15][S:16](Cl)(=[O:18])=[O:17].Cl>O.N1C=CC=CC=1>[F:1][C:2]1[CH:3]=[C:4]([NH:5][S:16]([CH3:15])(=[O:18])=[O:17])[CH:6]=[C:7]([F:9])[CH:8]=1. Reported procedure: The reactor is charged with 14.0 kg of 3,5-difluoroaniline and 56 liters of THF. 9.6 kg of pyridine are added to the stirred solution. The reaction medium is cooled to 0° C. and 13.10 kg of methanesulfonyl chloride are added, while maintaining the temperature between 0-10° C. for 1 hour 30 minutes. At the end of introduction of the methanesulfonyl chloride, the reaction medium is heated at 25° C. for 2 hours. 29 liters of demineralized water and then 6.6 kg of hydrochloric acid (30% w/w) are add...